From a dataset of the Open Reaction Database (ORD), a public repository of structured organic reaction records. describe an organic reaction: reactants, conditions, products, and yield The reactants are polyester polyol, polycaprolactone diol, C(C=C)(=O)OCCN=C=O (2-acryloyloxyethylisocyanate), COC1=CC=C(C=C1)O (p-methoxyphenol), C(C)(C)(C)C1=C(C(=C(C=C1)C)O)C(C)(C)C (di-t-butyl-hydroxytoluene), C(CCCCCCCCCCC)(=O)[O-].C(CCCCCCCCCCC)(=O)[O-].C(CCC)[Sn+2]CCCC (dibutyl tin dilaurate). Conditions: temperature 60 celsius. Product: C(C=C)(=O)O.NC(=O)OCC (urethane acrylate). Reaction SMILES: [C:1]([O:5]CC[N:8]=[C:9]=[O:10])(=[O:4])[CH:2]=[CH2:3].COC1C=CC(O)=CC=1.C(C1C=CC(C)=[C:26]([OH:31])[C:25]=1C(C)(C)C)(C)(C)C.C([O-])(=O)CCCCCCCCCCC.C([O-])(=O)CCCCCCCCCCC.C([Sn+2]CCCC)CCC>>[C:1]([OH:5])(=[O:4])[CH:2]=[CH2:3].[NH2:8][C:9]([O:31][CH2:26][CH3:25])=[O:10] |f:3.4.5,6.7|. Procedure details: 625 g (0.5 mol) of polyester polyol in the form of polycaprolactone diol (Daicel Chemical Industries, PLACCEL212, molecular weight: 1,250) and 142 g (1.0 mol) of 2-acryloyloxyethylisocyanate and 1.0 g each of p-methoxyphenol and di-t-butyl-hydroxytoluene were placed in a reaction vessel equipped with a stirring device, thermometer and condenser. After heating to 60° C. while stirring, heating was discontinued followed by the addition of 0.2 g of dibutyl tin dilaurate. Heating was resumed when th... Reactants: O (water), Cl.NO (hydroxylamine hydrochloride), C([O-])(O)=O.[Na+] (sodium bicarbonate), C1(=CC=CC=C1)[C@@H](C)N1CCOC(CC1)C1=CC=C(C#N)C=C1 (4-[4-((R)-1-phenyl-ethyl)-[1,4]oxazepan-7-yl]-benzonitrile), C(C)O (ethanol). Reaction conditions: temperature 80 celsius, time 2 hour. The product is CC1=NC(=NO1)C1=CC=C(C=C1)C1CCN(CCO1)[C@H](C)C1=CC=CC=C1 (7-[4-(5-methyl-[1,2,4]oxadiazol-3-yl)-phenyl]-4-((R)-1-phenyl-ethyl)-[1,4]oxazepane). RXN SMILES: [C:1]1([C@H:7]([N:9]2[CH2:15][CH2:14][CH:13]([C:16]3[CH:23]=[CH:22][C:19]([C:20]#[N:21])=[CH:18][CH:17]=3)[O:12][CH2:11][CH2:10]2)[CH3:8])[CH:6]=[CH:5][CH:4]=[CH:3][CH:2]=1.O.Cl.[NH2:26]O.C(=O)(O)[O-].[Na+].[CH2:33]([OH:35])[CH3:34]>>[CH3:34][C:33]1[O:35][N:26]=[C:20]([C:19]2[CH:18]=[CH:17][C:16]([CH:13]3[O:12][CH2:11][CH2:10][N:9]([C@@H:7]([C:1]4[CH:2]=[CH:3][CH:4]=[CH:5][CH:6]=4)[CH3:8])[CH2:15][CH2:14]3)=[CH:23][CH:22]=2)[N:21]=1 |f:2.3,4.5|. Procedure details: To a mixture of 4-[4-((R)-1-phenyl-ethyl)-[1,4]oxazepan-7-yl]-benzonitrile (diastereomer type A) (0.68 g, 2.2 mmol) in ethanol (5 mL) and water (3 mL) was added hydroxylamine hydrochloride (0.46 g, 6.6 mmol) and sodium bicarbonate (1.20 g, 11 mmol) at room temperature and the resulting mixture was heated to 80° C. After stirring for 2 hours, the reaction mixture was evaporated for removal of ethanol and diluted with water and chloroform. The organic phase was separated from aqueous phase and dri... Reactants: ClC1=C(C=CC(=C1)OC)C1=C(C(=NC=C1)OS(=O)(=O)C(F)(F)F)[N+](=O)[O-] (Trifluoro-methanesulfonic acid 4-(2-chloro-4-methoxy-phenyl)-3-nitro-pyridin-2-yl ester), C(CC)C(CCC)N (1-propyl-butylamine). The product is ClC1=C(C=CC(=C1)OC)C1=C(C(=NC=C1)NC(CCC)CCC)[N+](=O)[O-] ([4-(2-chloro-4-methoxy-phenyl)-3-nitro-pyridin-2-yl]-(1-propyl-butyl)-amine). Yield: 67.8%. Reaction SMILES: [Cl:1][C:2]1[CH:7]=[C:6]([O:8][CH3:9])[CH:5]=[CH:4][C:3]=1[C:10]1[CH:15]=[CH:14][N:13]=[C:12](OS(C(F)(F)F)(=O)=O)[C:11]=1[N+:24]([O-:26])=[O:25].[CH2:27]([CH:30]([NH2:34])[CH2:31][CH2:32][CH3:33])[CH2:28][CH3:29]>>[Cl:1][C:2]1[CH:7]=[C:6]([O:8][CH3:9])[CH:5]=[CH:4][C:3]=1[C:10]1[CH:15]=[CH:14][N:13]=[C:12]([NH:34][CH:30]([CH2:31][CH2:32][CH3:33])[CH2:27][CH2:28][CH3:29])[C:11]=1[N+:24]([O-:26])=[O:25]. Procedure details: Trifluoro-methanesulfonic acid 4-(2-chloro-4-methoxy-phenyl)-3-nitro-pyridin-2-yl ester(0.50 g, 1.21 mmol), prepared substantially as described in Part C of Example 19a, and 1-propyl-butylamine (0.28 g, 2.42 mmol) were treated in the same manner as in Part C of Example 19a to produce 0.31 g (69%) of [4-(2-chloro-4-methoxy-phenyl)-3-nitro-pyridin-2-yl]-(1-propyl-butyl)-amine: MS (AP) m/z 377.9 [(M+H)+, 100]. Reactants: C1(CCCCC1)P(C1=C(C=CC=C1)C1=C(C=C(C=C1C(C)C)C(C)C)C(C)C)C1CCCCC1 (dicyclohexyl(2′,4′,6′-triisopropylbiphenyl-2-yl)phosphine), ClC1=CC=2N(C(=N1)C=1C=NN(C1)COCC[Si](C)(C)C)C=CN2 (7-chloro-5-(1-((2-(trimethylsilyl)ethoxy)methyl)-1H-pyrazol-4-yl)imidazo[1,2-c]pyrimidine), CC=1SC(=CN1)[Sn](C)(C)C (2-methyl-5-(trimethylstannyl)thiazole). The reagents and catalysts are C=1C=CC(=CC1)/C=C/C(=O)/C=C/C2=CC=CC=C2.C=1C=CC(=CC1)/C=C/C(=O)/C=C/C2=CC=CC=C2.C=1C=CC(=CC1)/C=C/C(=O)/C=C/C2=CC=CC=C2.[Pd].[Pd] (Tris(dibenzylideneacetone)dipalladium). Conditions: temperature 100 celsius, time 2 hour. Product: CC=1SC(=CN1)C1=CC=2N(C(=N1)C=1C=NN(C1)COCC[Si](C)(C)C)C=CN2 (2-methyl-5-(5-(1-((2-(trimethylsilyl)ethoxy)methyl)-1H-pyrazol-4-yl)imidazo[1,2-c]pyrimidin-7-yl)thiazole). Yield: 83.0%. Reaction SMILES: Cl[C:2]1[N:7]=[C:6]([C:8]2[CH:9]=[N:10][N:11]([CH2:13][O:14][CH2:15][CH2:16][Si:17]([CH3:20])([CH3:19])[CH3:18])[CH:12]=2)[N:5]2[CH:21]=[CH:22][N:23]=[C:4]2[CH:3]=1.[CH3:24][C:25]1[S:26][C:27]([Sn](C)(C)C)=[CH:28][N:29]=1.C1(P(C2CCCCC2)C2C=CC=CC=2C2C(C(C)C)=CC(C(C)C)=CC=2C(C)C)CCCCC1>C1C=CC(/C=C/C(/C=C/C2C=CC=CC=2)=O)=CC=1.C1C=CC(/C=C/C(/C=C/C2C=CC=CC=2)=O)=CC=1.C1C=CC(/C=C/C(/C=C/C2C=CC=CC=2)=O)=CC=1.[Pd].[Pd]>[CH3:24][C:25]1[S:26][C:27]([C:2]2[N:7]=[C:6]([C:8]3[CH:9]=[N:10][N:11]([CH2:13][O:14][CH2:15][CH2:16][Si:17]([CH3:20])([CH3:19])[CH3:18])[CH:12]=3)[N:5]3[CH:21]=[CH:22][N:23]=[C:4]3[CH:3]=2)=[CH:28][N:29]=1 |f:3.4.5.6.7|. Procedure: A flask charged with 7-chloro-5-(1-((2-(trimethylsilyl)ethoxy)methyl)-1H-pyrazol-4-yl)imidazo[1,2-c]pyrimidine (Preparation G; 0.200 g, 0.572 mmol) and 2-methyl-5-(trimethylstannyl)thiazole (0.165 g, 0.629 mmol) was evacuated and backfilled with argon before 4 mL of dioxane were added and argon was bubbled through for 5 minutes. Tris(dibenzylideneacetone)dipalladium (0.0523 g, 0.0572 mmol) and dicyclohexyl(2′,4′,6′-triisopropylbiphenyl-2-yl)phosphine (0.0545 g, 0.114 mmol) were added, argon was ... Reactants: CN(C([C@@H](CC1=CC=CC2=CC=CC=C12)NC)=O)[C@H](CC1=CC=CC=C1)C(NC)=O ((2R)-N-Methyl-2-methylamino-N-((1R)-1-methylcarbamoyl-2-phenylethyl)-3-(1-naphthyl) propionamide), ON1N=NC2=C1N=CC=C2 (1-Hydroxy-7-azabenzotriazole), Cl.CN(CCCN=C=NCC)C (N-(3-dimethylaminopropyl)-N'-ethylcarbodiimide hydrochloride), C(C)(C)(C)OC(=O)NC(COCC(=O)O)(C)C ((2-tert-Butoxycarbonylamino-2-methylpropoxy)acetic acid). Run in C(Cl)Cl (methylene chloride), C(Cl)Cl (methylene chloride), C(Cl)Cl (Methylene chloride). Reaction conditions: time 15 minute. The product is C(C)(C)(C)OC(NC(COCC(N([C@H](CC1=CC=CC2=CC=CC=C12)C(N([C@H](CC1=CC=CC=C1)C(NC)=O)C)=O)C)=O)(C)C)=O ((1,1-dimethyl-2-((N-methyl-N-((1R)-1-(N-methyl-N-((1R)-1-(methylcarbamoyl)-2-phenylethyl)carbamoyl)-2-(1-naphthyl)ethyl)carbamoyl)methoxy)ethyl)carbamic acid tert butylester). Isolated yield 79.0%. As a reaction SMILES: [C:1]([O:5][C:6]([NH:8][C:9]([CH3:17])([CH3:16])[CH2:10][O:11][CH2:12][C:13]([OH:15])=O)=[O:7])([CH3:4])([CH3:3])[CH3:2].ON1C2N=CC=CC=2N=N1.Cl.CN(C)CCCN=C=NCC.[CH3:40][N:41]([C@@H:58]([C:66](=[O:69])[NH:67][CH3:68])[CH2:59][C:60]1[CH:65]=[CH:64][CH:63]=[CH:62][CH:61]=1)[C:42](=[O:57])[C@H:43]([NH:55][CH3:56])[CH2:44][C:45]1[C:54]2[C:49](=[CH:50][CH:51]=[CH:52][CH:53]=2)[CH:48]=[CH:47][CH:46]=1>C(Cl)Cl>[C:1]([O:5][C:6](=[O:7])[NH:8][C:9]([CH3:17])([CH3:16])[CH2:10][O:11][CH2:12][C:13](=[O:15])[N:55]([CH3:56])[C@@H:43]([C:42](=[O:57])[N:41]([CH3:40])[C@@H:58]([C:66](=[O:69])[NH:67][CH3:68])[CH2:59][C:60]1[CH:65]=[CH:64][CH:63]=[CH:62][CH:61]=1)[CH2:44][C:45]1[C:54]2[C:49](=[CH:50][CH:51]=[CH:52][CH:53]=2)[CH:48]=[CH:47][CH:46]=1)([CH3:2])([CH3:3])[CH3:4] |f:2.3|. Procedure details: (2-tert-Butoxycarbonylamino-2-methylpropoxy)acetic acid (0.14 g; 0.54 mmol)(prepared as in example 33) was dissolved in methylene chloride (1 0 mL). 1-Hydroxy-7-azabenzotriazole (0.07 g; 0.54 mmol) and N-(3-dimethylaminopropyl)-N'-ethylcarbodiimide hydrochloride were added and the reaction mixture was stirred for 15 min at room temperature. (2R)-N-Methyl-2-methylamino-N-((1R)-1-methylcarbamoyl-2-phenylethyl)-3-(1-naphthyl) propionamide (0.21; 0.54 mmol) was dissolved in methylene chloride (10 mL... The reactants are ClCC1=CC=C(C=C1)C=C(C(=O)OCC)C (ethyl 3-(p-chloromethylphenyl)-2-methylacrylate), CC1=C(NC2=CC=CC=C12)C=1C=NC=CC1 (3-methyl-2-(3-pyridyl)indole), [H-].[Na+] (sodium hydride). Solvent: CN(C)C=O (DMF), O (water), CN(C)C=O (DMF), CN(C)C=O (DMF). Conditions: time 0.5 hour. Product: C(C)OC(=O)C(=CC1=CC=C(CN2C(=C(C3=CC=CC=C23)C)C=2C=NC=CC2)C=C1)C (1-[p-(2-ethoxycarbonylpropen-1-yl)benzyl]-3-methyl-2-(3-pyridyl)indole). As a reaction SMILES: [CH3:1][C:2]1[C:10]2[C:5](=[CH:6][CH:7]=[CH:8][CH:9]=2)[NH:4][C:3]=1[C:11]1[CH:12]=[N:13][CH:14]=[CH:15][CH:16]=1.[H-].[Na+].Cl[CH2:20][C:21]1[CH:26]=[CH:25][C:24]([CH:27]=[C:28]([CH3:34])[C:29]([O:31][CH2:32][CH3:33])=[O:30])=[CH:23][CH:22]=1>CN(C=O)C.O>[CH2:32]([O:31][C:29]([C:28]([CH3:34])=[CH:27][C:24]1[CH:25]=[CH:26][C:21]([CH2:20][N:4]2[C:5]3[C:10](=[CH:9][CH:8]=[CH:7][CH:6]=3)[C:2]([CH3:1])=[C:3]2[C:11]2[CH:12]=[N:13][CH:14]=[CH:15][CH:16]=2)=[CH:22][CH:23]=1)=[O:30])[CH3:33] |f:1.2|. Procedure: A solution of 3-methyl-2-(3-pyridyl)indole (2.08 g) in 12 ml of DMF is added to a suspension of 0.528 g of 50% sodium hydride (dispersion in mineral oil) in 6 ml of DMF under nitrogen at 10°-15°. After complete addition the mixture is stirred at room temperature for 0.5 hour and is treated with a solution of 2.39 g of ethyl 3-(p-chloromethylphenyl)-2-methylacrylate in 5 ml of DMF dropwise. The resulting mixture is stirred at room temperature overnight and poured in 100 ml of water. The resulting...